This data is from the Open Reaction Database (ORD), a public repository of structured organic reaction records. The task is: describe an organic reaction: reactants, conditions, products, and yield The reactants are OCC1(C2=CC=CC=C2N(C=2C=CC=CC12)C)CCN(C)C (9-hydroxymethyl-9-(β-dimethylaminoethyl)-10-methyl-acridane), O=P12OP3(=O)OP(=O)(O1)OP(=O)(O2)O3 (phosphoric acid anhydride), [OH-].[Na+] (sodium hydroxide). Solvent: C1(=CC(=CC=C1)C)C (m-xylene). Run at time 15 minute. The product is CN1C2=C(C=C(C3=C1C=CC=C3)CCN(C)C)C=CC=C2 (5-methyl-10-(β-dimethylaminoethyl)-dibenzo (b,f) azepine). Isolated yield 69.5%. RXN SMILES: O[CH2:2][C:3]1([CH2:18][CH2:19][N:20]([CH3:22])[CH3:21])[C:16]2[CH:15]=[CH:14][CH:13]=[CH:12][C:11]=2[N:10]([CH3:17])[C:9]2[C:4]1=[CH:5][CH:6]=[CH:7][CH:8]=2.O=P12OP3(OP(OP(O3)(O1)=O)(=O)O2)=O.[OH-].[Na+]>C1(C)C=CC=C(C)C=1>[CH3:17][N:10]1[C:9]2[CH:8]=[CH:7][CH:6]=[CH:5][C:4]=2[C:3]([CH2:18][CH2:19][N:20]([CH3:21])[CH3:22])=[CH:2][C:12]2[CH:13]=[CH:14][CH:15]=[CH:16][C:11]1=2 |f:2.3|. Procedure details: A mixture of 24.5 gm of 9-hydroxymethyl-9-(β-dimethylaminoethyl)-10-methyl-acridane in a liter of m-xylene and 125 gm of phosphoric acid anhydride was heated at reflux for 3 hours and after cooling, the reaction mixture was poured over ice. The mixture was stirred for 15 minutes and was made alkaline by the addition of sodium hydroxide. The mixture was extracted with ethyl acetate and the ethyl acetate was washed with water, dried over magnesium sulfate and distilled to dryness in vacuo. The res... As a reaction SMILES: [C:1](#[N:4])[CH:2]=[CH2:3].C(=O)([O-])[O-].[K+].[K+].Cl.[NH2:12][CH:13]1[C:21]2[C:16](=[CH:17][C:18]([O:22][CH3:23])=[CH:19][CH:20]=2)[N:15]([C:24]2[CH:29]=[CH:28][C:27]([F:30])=[CH:26][CH:25]=2)[C:14]1=[O:31].O>CS(C)=O>[NH2:12][C:13]1([CH2:3][CH2:2][C:1]#[N:4])[C:21]2[C:16](=[CH:17][C:18]([O:22][CH3:23])=[CH:19][CH:20]=2)[N:15]([C:24]2[CH:29]=[CH:28][C:27]([F:30])=[CH:26][CH:25]=2)[C:14]1=[O:31] |f:1.2.3,4.5|. Reactants: O (water), C(C=C)#N (acrylonitrile), C([O-])([O-])=O.[K+].[K+] (potassium carbonate), Cl.NC1C(N(C2=CC(=CC=C12)OC)C1=CC=C(C=C1)F)=O (3-amino-1-(4-fluorophenyl)-2,3-dihydro-6-methoxy-1H-indol-2-one hydrochloride). Run at time 9 hour. Procedure details: Under argon atmosphere, 1.2 ml of acrylonitrile and 4.48 g of potassium carbonate were added to a stirred suspension of 5.00 g of 3-amino-1-(4-fluorophenyl)-2,3-dihydro-6-methoxy-1H-indol-2-one hydrochloride in dimethyl sulfoxide (30 ml), and the mixture was stirred at room temperature for 9 hours. The reaction mixture was poured into water and extracted with ethyl acetate. After the extract was washed, dried and then filtered, the filtrate was concentrated under reduced pressure. The residue wa... Run in CS(=O)C (dimethyl sulfoxide). Yields the product NC1(C(N(C2=CC(=CC=C12)OC)C1=CC=C(C=C1)F)=O)CCC#N (3-[3-amino-1-(4-fluorophenyl)-2,3-dihydro-6-methoxy-2-oxo-1H-indol-3-yl]propanonitrile).